From a dataset of the Open Reaction Database (ORD), a public repository of structured organic reaction records. describe an organic reaction: reactants, conditions, products, and yield Starting materials: CC1=C(N=C(O1)C1=CC=CC=C1)COC1=NN(C=C1CO)CC1=CC=C(C=C1)OC1=CC=CC=C1 ([3-(5-methyl-2-phenyl-4-oxazolylmethoxy)-1-(4-phenoxybenzyl)-1H-pyrazol-4-yl]methanol). Reagents/catalysts: [O-2].[O-2].[Mn+4] (manganese dioxide). The solvent is O1CCCC1 (tetrahydrofuran). Run at time 8 hour. The product is CC1=C(N=C(O1)C1=CC=CC=C1)COC1=NN(C=C1C=O)CC1=CC=C(C=C1)OC1=CC=CC=C1 (3-(5-methyl-2-phenyl-4-oxazolylmethoxy)-1-(4-phenoxybenzyl)-1H-pyrazole-4-carbaldehyde). Yield: 92.0%. Reaction SMILES: [CH3:1][C:2]1[O:6][C:5]([C:7]2[CH:12]=[CH:11][CH:10]=[CH:9][CH:8]=2)=[N:4][C:3]=1[CH2:13][O:14][C:15]1[C:19]([CH2:20][OH:21])=[CH:18][N:17]([CH2:22][C:23]2[CH:28]=[CH:27][C:26]([O:29][C:30]3[CH:35]=[CH:34][CH:33]=[CH:32][CH:31]=3)=[CH:25][CH:24]=2)[N:16]=1>[O-2].[O-2].[Mn+4].O1CCCC1>[CH3:1][C:2]1[O:6][C:5]([C:7]2[CH:8]=[CH:9][CH:10]=[CH:11][CH:12]=2)=[N:4][C:3]=1[CH2:13][O:14][C:15]1[C:19]([CH:20]=[O:21])=[CH:18][N:17]([CH2:22][C:23]2[CH:24]=[CH:25][C:26]([O:29][C:30]3[CH:35]=[CH:34][CH:33]=[CH:32][CH:31]=3)=[CH:27][CH:28]=2)[N:16]=1 |f:1.2.3|. Procedure details: A mixture of [3-(5-methyl-2-phenyl-4-oxazolylmethoxy)-1-(4-phenoxybenzyl)-1H-pyrazol-4-yl]methanol (2.85 g), active manganese dioxide (8.42 g) and tetrahydrofuran (50 ml) was stirred at room temperature overnight. After the manganese dioxide was separated by filtration, the filtrate was concentrated. The residue was subjected to silica gel column chromatography to obtain 3-(5-methyl-2-phenyl-4-oxazolylmethoxy)-1-(4-phenoxybenzyl)-1H-pyrazole-4-carbaldehyde (2.61 g, yield 92%) as colorless crysta...